Dataset: the Open Reaction Database (ORD), a public repository of structured organic reaction records. Task: describe an organic reaction: reactants, conditions, products, and yield The reactants are CO (methanol), C(C1=CC=CC=C1)(=O)C1=CC(=C(C(=O)O)C=C1)NC1=CC=C(C=C1)F (4-benzoyl-2-(4-fluoroanilino)benzoic acid). The reagents and catalysts are [C].[Pd] (palladium-carbon). The solvent is C(C)(=O)OCC (ethyl acetate). Reaction conditions: time 6 hour. Yields the product C(C1=CC=CC=C1)C1=CC(=C(C(=O)O)C=C1)NC1=CC=C(C=C1)F (4-benzyl-2-(4-fluoroanilino)benzoic acid). The yield is 68.2%. Reaction SMILES: CO.[C:3]([C:11]1[CH:19]=[CH:18][C:14]([C:15]([OH:17])=[O:16])=[C:13]([NH:20][C:21]2[CH:26]=[CH:25][C:24]([F:27])=[CH:23][CH:22]=2)[CH:12]=1)(=O)[C:4]1[CH:9]=[CH:8][CH:7]=[CH:6][CH:5]=1>[C].[Pd].C(OCC)(=O)C>[CH2:3]([C:11]1[CH:19]=[CH:18][C:14]([C:15]([OH:17])=[O:16])=[C:13]([NH:20][C:21]2[CH:22]=[CH:23][C:24]([F:27])=[CH:25][CH:26]=2)[CH:12]=1)[C:4]1[CH:5]=[CH:6][CH:7]=[CH:8][CH:9]=1 |f:2.3|. Reported procedure: To a mixed solution of methanol 1.3 mL and ethyl acetate 1.3 mL of 4-benzoyl-2-(4-fluoroanilino)benzoic acid 0.13 g was added 5% palladium-carbon 26 mg, and it was stirred under hydrogen atmosphere at room temperature for 6 hours. Insoluble matter was filtrated, and the solvent was removed under reduced pressure. Hexane and diisopropyl ether were added to the obtained residue, and solid matter was filtrated to give 4-benzyl-2-(4-fluoroanilino)benzoic acid 85 mg of white solid.